From a dataset of the Open Reaction Database (ORD), a public repository of structured organic reaction records. describe an organic reaction: reactants, conditions, products, and yield The product is CC1=C(C(=CC=C1)C)C(CC=1N=CNC1)C (4-[2(2,6-dimethylphenyl)propyl]imidazole). Procedure: According to the same method, the following compounds were prepared: 4-[2-(2,6-dimethylphenyl)-1-methylethyl]imidazole. M.p. of the oxalate 161°-5° C. Reactants: CC1=C(C(=CC=C1)C)CC(C)C=1N=CNC1 (4-[2-(2,6-dimethylphenyl)-1-methylethyl]imidazole), C(C(=O)[O-])(=O)[O-] (oxalate). RXN SMILES: [CH3:1][C:2]1[CH:7]=[CH:6][CH:5]=[C:4]([CH3:8])[C:3]=1[CH2:9][CH:10]([C:12]1[N:13]=[CH:14][NH:15][CH:16]=1)C.[C:17]([O-])(=O)C([O-])=O>>[CH3:8][C:4]1[CH:5]=[CH:6][CH:7]=[C:2]([CH3:1])[C:3]=1[CH:9]([CH3:17])[CH2:10][C:12]1[N:13]=[CH:14][NH:15][CH:16]=1. Reactants: CCOC(=O)c1cc2ccccc2[nH]1, Cl, [Na+], [OH-], O. Yields the product O=C(O)c1cc2ccccc2[nH]1. Reaction SMILES: [CH2:1]([CH3:2])[O:3][C:4](=[O:5])[c:6]1[nH:7][c:8]2[cH:9][cH:10][cH:11][cH:12][c:13]2[cH:14]1.[ClH:17].[Na+:16].[OH-:15].[OH2:18]>>[O:3]=[C:4]([OH:5])[c:6]1[nH:7][c:8]2[cH:9][cH:10][cH:11][cH:12][c:13]2[cH:14]1. The reactants are CNN (CH3NHNH2), FC(C(=O)OI(OC(C(F)(F)F)=O)C1=CC=CC=C1)(F)F ([Bis(trifluoroacetoxy)iodo]benzene), CCOC(=O)C(=O)CC(=O)C(C)(C)C (Ethyl trimethylacetopyruvate), B(F)(F)F.CCOCC (BF3.OEt2). Run in CO (MeOH). Run at time 3 minute. Yields the product C(C)OC(=O)C=1N(N=C(C1OC)C(C)(C)C)C (5-tert-butyl-4-methoxy-2-methyl-2H-pyrazole-3-carboxylic acid ethyl ester). As a reaction SMILES: FC(F)(F)C(OI(C1C=CC=CC=1)O[C:8](=[O:13])C(F)(F)F)=O.B(F)(F)F.CCOCC.[CH3:31][CH2:32][O:33][C:34]([C:36]([CH2:38][C:39]([C:41]([CH3:44])([CH3:43])[CH3:42])=O)=O)=[O:35].[CH3:45][NH:46][NH2:47]>CO>[CH2:32]([O:33][C:34]([C:36]1[N:46]([CH3:45])[N:47]=[C:39]([C:41]([CH3:42])([CH3:43])[CH3:44])[C:38]=1[O:13][CH3:8])=[O:35])[CH3:31] |f:1.2|. Procedure: [Bis(trifluoroacetoxy)iodo]benzene (430 mg, 1.00 mmol) was dissolved in anhydrous MeOH (4 mL), the resulting solution was stirred at room temperature for 3 min. BF3.OEt2 (0.123 mL, 1.00 mmol) was then added via syringe. Ethyl trimethylacetopyruvate (200 mg, 1.00 mmol) was added dropwise via syringe and the resulting mixture was stirred at room temperature for 12 h. The solvent was removed under reduced pressure and the resulting residue was dissolved in dry EtOH (2 mL). CH3NHNH2 (52.6 μL, 1.00 m... Starting materials: CCCCO, CCOC(C)=O, CCN(C(C)C)C(C)C, CCOc1cc(Nc2nc(Cl)ccc2[N+](=O)[O-])n[nH]1, Cl, NC(CO)c1ccc(F)cn1. The product is CCOc1cc(Nc2nc(NC(CO)c3ccc(F)cn3)ccc2[N+](=O)[O-])n[nH]1. RXN SMILES: [CH2:41]([OH:42])[CH2:43][CH2:44][CH3:45].[CH3:46][CH2:47][O:48][C:49](=[O:50])[CH3:51].[CH:32]([N:33]([CH:34]([CH3:35])[CH3:36])[CH2:37][CH3:38])([CH3:39])[CH3:40].[Cl:1][c:2]1[cH:3][cH:4][c:5]([N+:17](=[O:18])[O-:19])[c:6]([NH:8][c:9]2[n:10][nH:11][c:12]([O:14][CH2:15][CH3:16])[cH:13]2)[n:7]1.[ClH:20].[NH2:21][CH:22]([CH2:23][OH:24])[c:25]1[n:26][cH:27][c:28]([F:31])[cH:29][cH:30]1>>[c:2]1([NH:21][CH:22]([CH2:23][OH:24])[c:25]2[n:26][cH:27][c:28]([F:31])[cH:29][cH:30]2)[cH:3][cH:4][c:5]([N+:17](=[O:18])[O-:19])[c:6]([NH:8][c:9]2[n:10][nH:11][c:12]([O:14][CH2:15][CH3:16])[cH:13]2)[n:7]1. Reactants: CC1CCCN1CCc1nc2cc(Br)ccc2s1, N#Cc1ccc(B(O)O)cc1, Cc1ccccc1, c1ccc(-c2ccccc2P(C2CCCCC2)C2CCCCC2)cc1, [K+], [K+], O=C([O-])[O-], O=C(C=Cc1ccccc1)C=Cc1ccccc1, O=C(C=Cc1ccccc1)C=Cc1ccccc1, O=C(C=Cc1ccccc1)C=Cc1ccccc1, [Pd], [Pd]. Product: CC1CCCN1CCc1nc2cc(-c3ccc(C#N)cc3)ccc2s1. As a reaction SMILES: [Br:18][c:19]1[cH:20][cH:21][c:22]2[c:23]([n:24][c:25]([CH2:27][CH2:28][N:29]3[CH:30]([CH3:34])[CH2:31][CH2:32][CH2:33]3)[s:26]2)[cH:35]1.[C:7](#[N:8])[c:9]1[cH:10][cH:11][c:12]([B:15]([OH:16])[OH:17])[cH:13][cH:14]1.[CH3:61][c:62]1[cH:63][cH:64][cH:65][cH:66][cH:67]1.[CH:36]1([P:37]([CH:38]2[CH2:39][CH2:40][CH2:41][CH2:42][CH2:43]2)[c:44]2[cH:45][cH:46][cH:47][cH:48][c:49]2-[c:50]2[cH:51][cH:52][cH:53][cH:54][cH:55]2)[CH2:56][CH2:57][CH2:58][CH2:59][CH2:60]1.[K+:1].[K+:2].[O-:3][C:4]([O-:5])=[O:6].[O:106]=[C:107]([CH:108]=[CH:109][c:110]1[cH:111][cH:112][cH:113][cH:114][cH:115]1)[CH:116]=[CH:117][c:118]1[cH:119][cH:120][cH:121][cH:122][cH:123]1.[O:70]=[C:71]([CH:72]=[CH:73][c:74]1[cH:75][cH:76][cH:77][cH:78][cH:79]1)[CH:80]=[CH:81][c:82]1[cH:83][cH:84][cH:85][cH:86][cH:87]1.[O:88]=[C:89]([CH:90]=[CH:91][c:92]1[cH:93][cH:94][cH:95][cH:96][cH:97]1)[CH:98]=[CH:99][c:100]1[cH:101][cH:102][cH:103][cH:104][cH:105]1.[Pd:68].[Pd:69]>>[C:7](#[N:8])[c:9]1[cH:10][cH:11][c:12](-[c:19]2[cH:20][cH:21][c:22]3[c:23]([n:24][c:25]([CH2:27][CH2:28][N:29]4[CH:30]([CH3:34])[CH2:31][CH2:32][CH2:33]4)[s:26]3)[cH:35]2)[cH:13][cH:14]1.